This data is from the Open Reaction Database (ORD), a public repository of structured organic reaction records. The task is: describe an organic reaction: reactants, conditions, products, and yield The reactants are C1CCOC1, CC(C)(C)S(N)=O, CC[O-], CC[O-], CC[O-], CC[O-], ClCCl, Cc1cc(F)ccc1C1CC(=O)CCN1C(=O)N(C)C(C)c1cc(C(F)(F)F)cc(C(F)(F)F)c1, [Ti+4]. Product: Cc1cc(F)ccc1C1CC(=NS(=O)C(C)(C)C)CCN1C(=O)N(C)C(C)c1cc(C(F)(F)F)cc(C(F)(F)F)c1. RXN SMILES: [CH2:43]1[O:44][CH2:45][CH2:46][CH2:47]1.[CH3:36][C:37]([CH3:38])([CH3:39])[S:40](=[O:41])[NH2:42].[CH3:51][CH2:52][O-:53].[CH3:55][CH2:56][O-:57].[CH3:58][CH2:59][O-:60].[CH3:61][CH2:62][O-:63].[Cl:48][CH2:49][Cl:50].[F:1][C:2]([c:3]1[cH:4][c:5]([CH:13]([CH3:14])[N:15]([C:16](=[O:17])[N:18]2[CH:19]([c:25]3[c:26]([CH3:32])[cH:27][c:28]([F:31])[cH:29][cH:30]3)[CH2:20][C:21](=[O:24])[CH2:22][CH2:23]2)[CH3:33])[cH:6][c:7]([C:9]([F:10])([F:11])[F:12])[cH:8]1)([F:34])[F:35].[Ti+4:54]>>[F:1][C:2]([c:3]1[cH:4][c:5]([CH:13]([CH3:14])[N:15]([C:16](=[O:17])[N:18]2[CH:19]([c:25]3[c:26]([CH3:32])[cH:27][c:28]([F:31])[cH:29][cH:30]3)[CH2:20][C:21](=[N:42][S:40]([C:37]([CH3:36])([CH3:38])[CH3:39])=[O:41])[CH2:22][CH2:23]2)[CH3:33])[cH:6][c:7]([C:9]([F:10])([F:11])[F:12])[cH:8]1)([F:34])[F:35].